From a dataset of the Open Reaction Database (ORD), a public repository of structured organic reaction records. describe an organic reaction: reactants, conditions, products, and yield Starting materials: CSC=1OC2=C(N1)C=CC(=C2)C=O (2-(methylthio)benzo[d]oxazole-6-carbaldehyde), BrC1=CC(=C(N)C=C1Cl)[N+](=O)[O-] (4-bromo-5-chloro-2-nitroaniline), C(=O)(C(F)(F)F)O (TFA), [BH-](OC(=O)C)(OC(=O)C)OC(=O)C.[Na+] (NaBH(OAc)3). Solvent: C(Cl)Cl (DCM), C(Cl)Cl (DCM), C(Cl)Cl (DCM). Reaction conditions: time 2 hour. The product is BrC1=CC(=C(NCC2=CC3=C(N=C(O3)SC)C=C2)C=C1Cl)[N+](=O)[O-] (4-bromo-5-chloro-N-((2-(methylthio)benzo[d]oxazol-6-yl)methyl)-2-nitroaniline). Yield: 48.0%. RXN SMILES: [Br:1][C:2]1[C:8]([Cl:9])=[CH:7][C:5]([NH2:6])=[C:4]([N+:10]([O-:12])=[O:11])[CH:3]=1.C(O)(C(F)(F)F)=O.[BH-](OC(C)=O)(OC(C)=O)OC(C)=O.[Na+].[CH3:34][S:35][C:36]1[O:37][C:38]2[CH:44]=[C:43]([CH:45]=O)[CH:42]=[CH:41][C:39]=2[N:40]=1>C(Cl)Cl>[Br:1][C:2]1[C:8]([Cl:9])=[CH:7][C:5]([NH:6][CH2:45][C:43]2[CH:42]=[CH:41][C:39]3[N:40]=[C:36]([S:35][CH3:34])[O:37][C:38]=3[CH:44]=2)=[C:4]([N+:10]([O-:12])=[O:11])[CH:3]=1 |f:2.3|. Procedure details: To a solution of 4-bromo-5-chloro-2-nitroaniline (550 mg, 2.19 mmol) from the previous step and TFA (2.26 mL) in DCM (10 mL) at −15° C. was added NaBH(OAc)3 (1.39 g, 5.37 mmol). Then a solution of 2-(methylthio)benzo[d]oxazole-6-carbaldehyde (465 mg, 2.41 mmol) in DCM (6 mL) was added to the mixture. After complete addition, the mixture was stirred at −10° C. to 0° C. for 2 h. The reaction mixture was diluted with DCM and washed sequentially with H2O, aq NaHCO3 and brine. The organic layer was d... Reactants: C(CCl)Cl (EDC), CN1CCOCC1 (N-methylmorpholine), C1(CC1)C=1C=C(C2=C(N1)N(N=C2)CCNC(=O)OC(C)(C)C)C(=O)O (6-cyclopropyl-1-[2-({[(1,1-dimethylethyl)oxy]carbonyl}amino)ethyl]-1H-pyrazolo[3,4-b]pyridine-4-carboxylic acid), NCC=1C(NC(=CC1C)C)=O (3-(aminomethyl)-4,6-dimethyl-2(1H)-pyridinone), ON1N=NC2=C1N=CC=C2 (1-hydroxy-7-azabenzotriazole). Run in CS(=O)C (DMSO), O (water). Reaction conditions: time 10 minute. Product: C1(CC1)C=1C=C(C2=C(N1)N(N=C2)CCNC(=O)OC(C)(C)C)C(=O)OCC=2C(NC(=CC2C)C)=O ((4,6-dimethyl-2-oxo-1,2-dihydro-3-pyridinyl)methyl 6-cyclopropyl-1-[2-({[(1,1-dimethylethyl)oxy]carbonyl}amino)ethyl]-1H-pyrazolo[3,4-b]pyridine-4-carboxylate). RXN SMILES: [CH:1]1([C:4]2[CH:5]=[C:6]([C:23]([OH:25])=[O:24])[C:7]3[CH:12]=[N:11][N:10]([CH2:13][CH2:14][NH:15][C:16]([O:18][C:19]([CH3:22])([CH3:21])[CH3:20])=[O:17])[C:8]=3[N:9]=2)[CH2:3][CH2:2]1.N[CH2:27][C:28]1[C:29](=[O:36])[NH:30][C:31]([CH3:35])=[CH:32][C:33]=1[CH3:34].ON1C2N=CC=CC=2N=N1.C(Cl)CCl.CN1CCOCC1>O.CS(C)=O>[CH:1]1([C:4]2[CH:5]=[C:6]([C:23]([O:25][CH2:27][C:28]3[C:29](=[O:36])[NH:30][C:31]([CH3:35])=[CH:32][C:33]=3[CH3:34])=[O:24])[C:7]3[CH:12]=[N:11][N:10]([CH2:13][CH2:14][NH:15][C:16]([O:18][C:19]([CH3:22])([CH3:20])[CH3:21])=[O:17])[C:8]=3[N:9]=2)[CH2:3][CH2:2]1. Reported procedure: To a solution of DMSO (10 mL) were sequentially added 6-cyclopropyl-1-[2-({[(1,1-dimethylethyl)oxy]carbonyl}amino)ethyl]-1H-pyrazolo[3,4-b]pyridine-4-carboxylic acid (270 mg, 0.779 mmol), 3-(aminomethyl)-4,6-dimethyl-2(1H)-pyridinone (178 mg, 1.169 mmol), and 1-hydroxy-7-azabenzotriazole (212 mg, 1.559 mmol), and the mixture stirred at room temperature for 10 min. Next was added EDC (299 mg, 1.559 mmol) and N-methylmorpholine (0.343 mL, 3.12 mmol), and reaction mixture was stirred at room temper... Starting materials: C1(CCC1)COC1=C2C=C(NC2=CC=C1)C(=O)O (4-Cyclobutylmethoxy-1H-indole-2-carboxylic acid), COC1=CC=C(C=N1)CCO (2-(6-methoxy-pyridin-3-yl)-ethanol), C(C)OC(=O)C=1NC2=CC=CC(=C2C1)O (4-hydroxy-1H-indole-2-carboxylic acid ethyl ester). The product is COC1=CC=C(C=N1)CCOC1=C2C=C(NC2=CC=C1)C(=O)O (4-[2-(6-methoxy-pyridin-3-yl)-ethoxy]-1H-indole-2-carboxylic acid). RXN SMILES: [CH:1]1([CH2:5][O:6][C:7]2[CH:15]=[CH:14][CH:13]=[C:12]3[C:8]=2[CH:9]=[C:10]([C:16]([OH:18])=[O:17])[NH:11]3)[CH2:4][CH2:3][CH2:2]1.[CH3:19][O:20][C:21]1[N:26]=[CH:25]C(CCO)=CC=1.C(OC(C1NC2C(C=1)=C(O)C=CC=2)=O)C>>[CH3:19][O:20][C:21]1[N:26]=[CH:25][C:4]([CH2:1][CH2:5][O:6][C:7]2[CH:15]=[CH:14][CH:13]=[C:12]3[C:8]=2[CH:9]=[C:10]([C:16]([OH:18])=[O:17])[NH:11]3)=[CH:3][CH:2]=1. Reported procedure: 4-[2-(6-Methoxy-pyridin-3-yl)-ethoxy]-1H-indole-2-carboxylic acid (16n) is synthesized analogous to 16a from 4-[2-(6-methoxy-pyridin-3-yl)-ethanol and 4-hydroxy-1H-indole-2-carboxylic acid ethyl ester. Starting materials: C(C)(C)(C)C1=CC(=C(C=C1)C=1N([C@@H]([C@@H](N1)C1=CC=C(C=C1)Cl)C1=CC=C(C=C1)Cl)C(=O)Cl)OCC ((4S,5R)-2-(4-tert-butyl-2-ethoxy-phenyl)-4,5-bis-(4-chloro-phenyl)-4,5-dihydro-imidazole-1-carbonyl chloride), CN(C(CN1CCNCC1)=O)C (N,N-dimethyl-2-piperazin-1-yl-acetamide). Product: Cl.C(C)(C)(C)C1=CC(=C(C=C1)C=1N([C@@H]([C@@H](N1)C1=CC=C(C=C1)Cl)C1=CC=C(C=C1)Cl)C(=O)N1CCN(CC1)CC(=O)N(C)C)OCC (2-{4-[(4S,5R)-2-(4-tert-Butyl-2-ethoxy-phenyl)-4,5-bis-(4-chloro-phenyl)-4,5-dihydro-imidazole-1-carbonyl]-piperazin-1-yl}-N,N-dimethyl-acetamide hydrochloride). Procedure details: 2-{4-[(4S,5R)-2-(4-tert-Butyl-2-ethoxy-phenyl)-4,5-bis-(4-chloro-phenyl)-4,5-dihydro-imidazole-1-carbonyl]-piperazin-1-yl}-N,N-dimethyl-acetamide hydrochloride was prepared from (4S,5R)-2-(4-tert-butyl-2-ethoxy-phenyl)-4,5-bis-(4-chloro-phenyl)-4,5-dihydro-imidazole-1-carbonyl chloride (example 11) and N,N-dimethyl-2-piperazin-1-yl-acetamide (Oakwood Products) in an analogous manner as described in example 25. LR-MS: 664.4 [(M+H)+] Reaction SMILES: [C:1]([C:5]1[CH:10]=[CH:9][C:8]([C:11]2[N:12]([C:30](Cl)=[O:31])[C@H:13]([C:23]3[CH:28]=[CH:27][C:26]([Cl:29])=[CH:25][CH:24]=3)[C@H:14]([C:16]3[CH:21]=[CH:20][C:19]([Cl:22])=[CH:18][CH:17]=3)[N:15]=2)=[C:7]([O:33][CH2:34][CH3:35])[CH:6]=1)([CH3:4])([CH3:3])[CH3:2].[CH3:36][N:37]([CH3:47])[C:38](=[O:46])[CH2:39][N:40]1[CH2:45][CH2:44][NH:43][CH2:42][CH2:41]1>>[ClH:22].[C:1]([C:5]1[CH:10]=[CH:9][C:8]([C:11]2[N:12]([C:30]([N:43]3[CH2:42][CH2:41][N:40]([CH2:39][C:38]([N:37]([CH3:47])[CH3:36])=[O:46])[CH2:45][CH2:44]3)=[O:31])[C@H:13]([C:23]3[CH:28]=[CH:27][C:26]([Cl:29])=[CH:25][CH:24]=3)[C@H:14]([C:16]3[CH:17]=[CH:18][C:19]([Cl:22])=[CH:20][CH:21]=3)[N:15]=2)=[C:7]([O:33][CH2:34][CH3:35])[CH:6]=1)([CH3:3])([CH3:2])[CH3:4] |f:2.3|. Reactants: C[Si](CCOCN1N=CC=2C1=NC=NC2NC2CN(CCCC2)C(=O)OC(C)(C)C)(C)C (Tert-butyl 3-(1-((2-(trimethylsilyl)ethoxy)methyl)-1H-pyrazolo[3,4-d]pyrimidin-4-ylamino)azepane-1-carboxylate), Cl.CCO (HCl EtOH), C([O-])([O-])=O (carbonate). Run in CO (MeOH). Run at temperature 60 celsius, time 2 hour. The product is N1CC(CCCC1)NC1=C2C(=NC=N1)NN=C2 (N-(azepan-3-yl)-1H-pyrazolo[3,4-d]pyrimidin-4-amine). The yield is 78.3%. RXN SMILES: C[Si](C)(C)CCOC[N:7]1[C:11]2=[N:12][CH:13]=[N:14][C:15]([NH:16][CH:17]3[CH2:23][CH2:22][CH2:21][CH2:20][N:19](C(OC(C)(C)C)=O)[CH2:18]3)=[C:10]2[CH:9]=[N:8]1.Cl.CCO.C(=O)([O-])[O-]>CO>[NH:19]1[CH2:20][CH2:21][CH2:22][CH2:23][CH:17]([NH:16][C:15]2[N:14]=[CH:13][N:12]=[C:11]3[NH:7][N:8]=[CH:9][C:10]=23)[CH2:18]1 |f:1.2|. Procedure details: Tert-butyl 3-(1-((2-(trimethylsilyl)ethoxy)methyl)-1H-pyrazolo[3,4-d]pyrimidin-4-ylamino)azepane-1-carboxylate (0.5 g, 1.1 mmol) was dissolved conc HCl:EtOH (1:3, 10 mL) and the solution was heated to 60° C. for 4 h. The reaction mixture was concentrated in vacuo and the residue obtained was dissolved in MeOH and treated with solid supported carbonate resin to neutralize the solution. The reaction mixture stirred for 2 h and filtered off slurry, washed solid with MeOH (2×20 mL). The filtrate was... The reactants are COS(=O)(=O)OC, CN(C)C=O, [H-], [Na+], c1cnc2scc(Nc3ccncc3)c2c1. Product: CN(c1ccncc1)c1csc2ncccc12. Reaction SMILES: [CH3:19][O:20][S:21]([O:22][CH3:23])(=[O:24])=[O:25].[CH3:26][N:27]([CH3:28])[CH:29]=[O:30].[H-:17].[Na+:18].[n:1]1[cH:2][cH:3][c:4]([NH:7][c:8]2[cH:9][s:10][c:11]3[n:12][cH:13][cH:14][cH:15][c:16]23)[cH:5][cH:6]1>>[n:1]1[cH:2][cH:3][c:4]([N:7]([c:8]2[cH:9][s:10][c:11]3[n:12][cH:13][cH:14][cH:15][c:16]23)[CH3:19])[cH:5][cH:6]1. The reactants are C(C)(C)(C)OC(NC=1SC=C(N1)CN(C(=O)[C@@H]1OCCC1)C)=O ((4-{[methyl-((R)-tetrahydro-furan-2-carbonyl)-amino]-methyl}-thiazol-2-yl)-carbamic acid tert-butyl ester), C(=O)(C(F)(F)F)O (TFA). The product is NC=1SC=C(N1)CN(C(=O)[C@@H]1OCCC1)C ((R)-tetrahydro-furan-2-carboxylic acid (2-amino-thiazol-4-ylmethyl)-methyl-amide). As a reaction SMILES: C(OC(=O)[NH:7][C:8]1[S:9][CH:10]=[C:11]([CH2:13][N:14]([CH3:22])[C:15]([C@H:17]2[CH2:21][CH2:20][CH2:19][O:18]2)=[O:16])[N:12]=1)(C)(C)C.C(O)(C(F)(F)F)=O>>[NH2:7][C:8]1[S:9][CH:10]=[C:11]([CH2:13][N:14]([CH3:22])[C:15]([C@H:17]2[CH2:21][CH2:20][CH2:19][O:18]2)=[O:16])[N:12]=1. Procedure details: The product from Step 1 was treated with TFA to cleave the BOC group (Method 1) to afford (R)-tetrahydro-furan-2-carboxylic acid (2-amino-thiazol-4-ylmethyl)-methyl-amide. Starting materials: FC=1C=C(C2=C(C(C=C(O2)C2=CC(=C(C=C2)NCCCN2C(C=3C(C2=O)=CC=CC3)=O)F)=O)C1NCCCCCC)F (6,8-Difluoro-2-[3-fluoro-4-[(3-phthalimidopropyl)amino]phenyl]-5-hexylamino-4H-1-benzopyran-4-one). The solvent is mixed solvent, CN(C=O)C (dimethylformamide), CO (methanol), O.NN (hydrazine monohydrate). Conditions: time 4.3 hour. The product is NCCCNC1=C(C=C(C=C1)C=1OC2=C(C(C1)=O)C(=C(C=C2F)F)NCCCCCC)F (2-[4-(3-Aminopropylamino)-3-fluorophenyl]-6,8-difluoro-5-hexylamino-4H-1-benzopyran-4-one). Reaction SMILES: [F:1][C:2]1[CH:3]=[C:4]([F:42])[C:5]2[O:10][C:9]([C:11]3[CH:16]=[CH:15][C:14]([NH:17][CH2:18][CH2:19][CH2:20][N:21]4C(=O)C5=CC=CC=C5C4=O)=[C:13]([F:32])[CH:12]=3)=[CH:8][C:7](=[O:33])[C:6]=2[C:34]=1[NH:35][CH2:36][CH2:37][CH2:38][CH2:39][CH2:40][CH3:41]>CN(C)C=O.CO.O.NN>[NH2:21][CH2:20][CH2:19][CH2:18][NH:17][C:14]1[CH:15]=[CH:16][C:11]([C:9]2[O:10][C:5]3[C:4]([F:42])=[CH:3][C:2]([F:1])=[C:34]([NH:35][CH2:36][CH2:37][CH2:38][CH2:39][CH2:40][CH3:41])[C:6]=3[C:7](=[O:33])[CH:8]=2)=[CH:12][C:13]=1[F:32] |f:3.4|. Procedure details: 60 mg of Compound 32 was dissolved in 30 ml of a mixed solvent of dimethylformamide and methanol, 0.050 ml of hydrazine monohydrate was added and the mixture was stirred at 60° to 70° C. for 4.3 hours. The reaction solution was concentrated under reduced pressure, and the residue was subjected to preparative thin layer chromatography (chloroform:methanol:aqueous ammonia=9:1:1) to give Compound 33 which was dissolved in chloroform. A 5.5N hydrochloric acid-isopropylalcohol solution was added, the... The reactants are FC(OC1=C2CC(NC2=CC=C1)C)F (4-difluoromethoxy-2-methyl-2,3-dihydro-1H-indole), Cl.CN(CCCN=C=NCC)C (N-[3-(dimethylamino)propyl]-N′-ethylcarbodiimide hydrochloride), CN1C(=NC(=CC1=O)N1CCOCC1)CC(=O)[O-].[Na+] (sodium [1-methyl-4-(morpholin-4-yl)-6-oxo-1,6-dihydropyrimidin-2-yl]acetate), O (water). Run in CN(C=O)C (N,N-dimethylformamide), N1=CC=CC=C1 (pyridine). Run at time 16 hour. Yields the product FC(OC1=C2CC(N(C2=CC=C1)C(CC1=NC(=CC(N1C)=O)N1CCOCC1)=O)C)F (2-{2-[4-(difluoromethoxy)-2-methyl-2,3-dihydro-1H-indol-1-yl]-2-oxoethyl}-3-methyl-6-(morpholin-4-yl)pyrimidin-4(3H)-one). Isolated yield 62.4%. As a reaction SMILES: [F:1][CH:2]([F:14])[O:3][C:4]1[CH:12]=[CH:11][CH:10]=[C:9]2[C:5]=1[CH2:6][CH:7]([CH3:13])[NH:8]2.Cl.CN(C)CCCN=C=NCC.[CH3:27][N:28]1[C:33](=[O:34])[CH:32]=[C:31]([N:35]2[CH2:40][CH2:39][O:38][CH2:37][CH2:36]2)[N:30]=[C:29]1[CH2:41][C:42]([O-])=[O:43].[Na+].O>CN(C)C=O.N1C=CC=CC=1>[F:14][CH:2]([F:1])[O:3][C:4]1[CH:12]=[CH:11][CH:10]=[C:9]2[C:5]=1[CH2:6][CH:7]([CH3:13])[N:8]2[C:42](=[O:43])[CH2:41][C:29]1[N:28]([CH3:27])[C:33](=[O:34])[CH:32]=[C:31]([N:35]2[CH2:40][CH2:39][O:38][CH2:37][CH2:36]2)[N:30]=1 |f:1.2,3.4|. Reported procedure: 125 mg of 4-difluoromethoxy-2-methyl-2,3-dihydro-1H-indole [reference example 11d] and 193 mg of N-[3-(dimethylamino)propyl]-N′-ethylcarbodiimide hydrochloride are added to a solution of 242 mg of sodium [1-methyl-4-(morpholin-4-yl)-6-oxo-1,6-dihydropyrimidin-2-yl]acetate (obtained in step 2d of example 4d) in 6 ml of N,N-dimethylformamide and 6 ml of pyridine. The reaction mixture is stirred at ambient temperature for 16 hours, and then 25 ml of water are added and the mixture is extracted with...